From a dataset of the Open Reaction Database (ORD), a public repository of structured organic reaction records. describe an organic reaction: reactants, conditions, products, and yield Reactants: CC(C)(C)OC(=O)NC(Cc1ccc2ccccc2c1)C(=O)O, C1COCCN1. Product: CC(C)(C)OC(=O)NC(Cc1ccc2ccccc2c1)C(=O)N1CCOCC1. Reaction SMILES: [C:7](=[O:8])([O:9][C:10]([CH3:11])([CH3:12])[CH3:13])[NH:14][CH:15]([CH2:16][c:17]1[cH:18][c:19]2[cH:20][cH:21][cH:22][cH:23][c:24]2[cH:25][cH:26]1)[C:27](=[O:28])[OH:29].[CH2:1]1[CH2:2][O:3][CH2:4][CH2:5][NH:6]1>>[CH2:1]1[CH2:2][O:3][CH2:4][CH2:5][N:6]1[C:27]([CH:15]([NH:14][C:7](=[O:8])[O:9][C:10]([CH3:11])([CH3:12])[CH3:13])[CH2:16][c:17]1[cH:18][c:19]2[cH:20][cH:21][cH:22][cH:23][c:24]2[cH:25][cH:26]1)=[O:28]. The reactants are CCO, CCOC(C)=O, CC(CN(C)C)N1c2ccccc2Sc2ccc(C(N)=S)cc21, NCC1CC1, Cl. Product: CC(CN(C)C)N1c2ccccc2Sc2ccc(C(=O)NCC3CC3)cc21. RXN SMILES: [CH3:30][CH2:31][OH:32].[CH3:33][CH2:34][O:35][C:36](=[O:37])[CH3:38].[CH3:7][N:8]([CH2:9][CH:10]([CH3:11])[N:12]1[c:13]2[cH:14][cH:15][cH:16][cH:17][c:18]2[S:19][c:20]2[cH:21][cH:22][c:23]([C:26](=[S:27])[NH2:28])[cH:24][c:25]21)[CH3:29].[CH:2]1([CH2:5][NH2:6])[CH2:3][CH2:4]1.[ClH:1]>>[CH:2]1([CH2:5][NH:6][C:26]([c:23]2[cH:22][cH:21][c:20]3[c:25]([cH:24]2)[N:12]([CH:10]([CH2:9][N:8]([CH3:7])[CH3:29])[CH3:11])[c:13]2[cH:14][cH:15][cH:16][cH:17][c:18]2[S:19]3)=[O:32])[CH2:3][CH2:4]1. Starting materials: ClC=1C=C(C=CC1)[C@H]1C[C@H](C(N([C@@H]1C1=CC=C(C=C1)Cl)[C@H](CN(S(=O)(=O)C1CC1)C)CC)=O)C(C(=O)OC)C (Methyl 2-((3S,5R,6S)-5-(3-chlorophenyl)-6-(4-chlorophenyl)-1-((S)-1-(N-methylcyclopropanesulfonamido)butan-2-yl)-2-oxopiperidin-3-yl)propanoate), [Li+].[OH-] (LiOH), Cl (HCl). The solvent is CO.C1CCOC1.O (MeOH THF H2O). Reaction conditions: temperature 100 celsius. The product is ClC=1C=C(C=CC1)[C@H]1C[C@H](C(N([C@@H]1C1=CC=C(C=C1)Cl)[C@H](CN(S(=O)(=O)C1CC1)C)CC)=O)C(C(=O)O)C (2-((3S,5R,6S)-5-(3-chlorophenyl)-6-(4-chlorophenyl)-1-((S)-1-(N-methylcyclopropanesulfonamido)butan-2-yl)-2-oxopiperidin-3-yl)propanoic acid). RXN SMILES: [Cl:1][C:2]1[CH:3]=[C:4]([C@@H:8]2[C@@H:13]([C:14]3[CH:19]=[CH:18][C:17]([Cl:20])=[CH:16][CH:15]=3)[N:12]([C@@H:21]([CH2:31][CH3:32])[CH2:22][N:23]([CH3:30])[S:24]([CH:27]3[CH2:29][CH2:28]3)(=[O:26])=[O:25])[C:11](=[O:33])[C@H:10]([CH:34]([CH3:39])[C:35]([O:37]C)=[O:36])[CH2:9]2)[CH:5]=[CH:6][CH:7]=1.[Li+].[OH-].Cl>CO.C1COCC1.O>[Cl:1][C:2]1[CH:3]=[C:4]([C@@H:8]2[C@@H:13]([C:14]3[CH:15]=[CH:16][C:17]([Cl:20])=[CH:18][CH:19]=3)[N:12]([C@@H:21]([CH2:31][CH3:32])[CH2:22][N:23]([CH3:30])[S:24]([CH:27]3[CH2:28][CH2:29]3)(=[O:25])=[O:26])[C:11](=[O:33])[C@H:10]([CH:34]([CH3:39])[C:35]([OH:37])=[O:36])[CH2:9]2)[CH:5]=[CH:6][CH:7]=1 |f:1.2,4.5.6|. Reported procedure: To a solution of methyl 2-((3S,5R,6S)-5-(3-chlorophenyl)-6-(4-chlorophenyl)-1-((S)-1-(N-methylcyclopropanesulfonamido)butan-2-yl)-2-oxopiperidin-3-yl)propanoate (56 mg, 0.094 mmol; Example 127, Step F) in MeOH/THF/H2O (1 mL/1 mL/2 mL) was added LiOH (3 M in water) (157 μL, 0.470 mmol) at room temperature. The slurry was heated to ˜100° C. for 3 h. The mixture was cooled to room temperature, acidified with 1 M HCl and extracted with EtOAc (2×). The organic layers were combined, dried over Na2SO4,...